Dataset: the Open Reaction Database (ORD), a public repository of structured organic reaction records. Task: describe an organic reaction: reactants, conditions, products, and yield Starting materials: CCc1c(CN2CC(C(=O)OC)C2)cccc1-c1nnc(-c2ccc(OC(C)C)c(C(F)(F)F)c2)s1, CC(C)O, Cl, [Na+], [OH-], O. Yields the product CCc1c(CN2CC(C(=O)O)C2)cccc1-c1nnc(-c2ccc(OC(C)C)c(C(F)(F)F)c2)s1. As a reaction SMILES: [CH2:1]([CH3:2])[c:3]1[c:4]([CH2:28][N:29]2[CH2:30][CH:31]([C:33](=[O:34])[O:35][CH3:36])[CH2:32]2)[cH:5][cH:6][cH:7][c:8]1-[c:9]1[s:10][c:11](-[c:14]2[cH:15][c:16]([C:24]([F:25])([F:26])[F:27])[c:17]([O:20][CH:21]([CH3:22])[CH3:23])[cH:18][cH:19]2)[n:12][n:13]1.[CH:40]([OH:41])([CH3:42])[CH3:43].[ClH:39].[Na+:38].[OH-:37].[OH2:44]>>[CH2:1]([CH3:2])[c:3]1[c:4]([CH2:28][N:29]2[CH2:30][CH:31]([C:33](=[O:34])[OH:35])[CH2:32]2)[cH:5][cH:6][cH:7][c:8]1-[c:9]1[s:10][c:11](-[c:14]2[cH:15][c:16]([C:24]([F:25])([F:26])[F:27])[c:17]([O:20][CH:21]([CH3:22])[CH3:23])[cH:18][cH:19]2)[n:12][n:13]1. The reactants are CCO, CC(C)(C)n1c(-c2cc(F)ccc2C#N)nc2cc(-c3cnc(N)nc3)ccc21, NO. Product: CC(C)(C)n1c(-c2cc(F)ccc2C(=N)NO)nc2cc(-c3cnc(N)nc3)ccc21. RXN SMILES: [CH3:32][CH2:33][OH:34].[NH2:1][c:2]1[n:3][cH:4][c:5](-[c:8]2[cH:9][c:10]3[c:11]([n:12]([C:24]([CH3:25])([CH3:26])[CH3:27])[c:13](-[c:15]4[c:16]([C:17]#[N:18])[cH:19][cH:20][c:21]([F:23])[cH:22]4)[n:14]3)[cH:28][cH:29]2)[cH:6][n:7]1.[NH2:30][OH:31]>>[NH2:1][c:2]1[n:3][cH:4][c:5](-[c:8]2[cH:9][c:10]3[c:11]([n:12]([C:24]([CH3:25])([CH3:26])[CH3:27])[c:13](-[c:15]4[c:16]([C:17](=[NH:18])[NH:30][OH:31])[cH:19][cH:20][c:21]([F:23])[cH:22]4)[n:14]3)[cH:28][cH:29]2)[cH:6][n:7]1. Reactants: CCCO, N#CO[Na], C1COCCO1, O, O=C(c1cc(-c2ccccc2)nc(-c2ccccc2)c1)N1CCC(N2CCCC(C(=O)N3CCNCC3)C2)CC1. The product is NC(=O)N1CCN(C(=O)C2CCCN(C3CCN(C(=O)c4cc(-c5ccccc5)nc(-c5ccccc5)c4)CC3)C2)CC1. RXN SMILES: [CH2:45]([OH:46])[CH2:47][CH3:48].[Na:41][O:42][C:43]#[N:44].[O:49]1[CH2:50][CH2:51][O:52][CH2:53][CH2:54]1.[OH2:55].[c:1]1(-[c:7]2[n:8][c:9](-[c:35]3[cH:36][cH:37][cH:38][cH:39][cH:40]3)[cH:10][c:11]([C:13](=[O:14])[N:15]3[CH2:16][CH2:17][CH:18]([N:21]4[CH2:22][CH:23]([C:27](=[O:28])[N:29]5[CH2:30][CH2:31][NH:32][CH2:33][CH2:34]5)[CH2:24][CH2:25][CH2:26]4)[CH2:19][CH2:20]3)[cH:12]2)[cH:2][cH:3][cH:4][cH:5][cH:6]1>>[c:1]1(-[c:7]2[n:8][c:9](-[c:35]3[cH:36][cH:37][cH:38][cH:39][cH:40]3)[cH:10][c:11]([C:13](=[O:14])[N:15]3[CH2:16][CH2:17][CH:18]([N:21]4[CH2:22][CH:23]([C:27](=[O:28])[N:29]5[CH2:30][CH2:31][N:32]([C:43](=[O:42])[NH2:44])[CH2:33][CH2:34]5)[CH2:24][CH2:25][CH2:26]4)[CH2:19][CH2:20]3)[cH:12]2)[cH:2][cH:3][cH:4][cH:5][cH:6]1.